The task is: describe an organic reaction: reactants, conditions, products, and yield. This data is from the Open Reaction Database (ORD), a public repository of structured organic reaction records. Starting materials: COc1ccc(F)cc1C(C)(C)CC(O)(CNc1cc(C)cc2c1cnn2-c1cccc(C(=O)N(C)C(C)C(=O)O)c1)C(F)(F)F, N. The product is COc1ccc(F)cc1C(C)(C)CC(O)(CNc1cc(C)cc2c1cnn2-c1cccc(C(=O)N(C)C(C)C(N)=O)c1)C(F)(F)F. Reaction SMILES: [F:1][c:2]1[cH:3][cH:4][c:5]([O:45][CH3:46])[c:6]([C:8]([CH2:9][C:10]([CH2:11][NH:12][c:13]2[c:14]3[cH:15][n:16][n:17](-[c:23]4[cH:24][c:25]([C:29](=[O:30])[N:31]([CH:32]([CH3:33])[C:34](=[O:35])[OH:36])[CH3:37])[cH:26][cH:27][cH:28]4)[c:18]3[cH:19][c:20]([CH3:22])[cH:21]2)([C:38]([F:39])([F:40])[F:41])[OH:42])([CH3:43])[CH3:44])[cH:7]1.[NH3:47]>>[F:1][c:2]1[cH:3][cH:4][c:5]([O:45][CH3:46])[c:6]([C:8]([CH2:9][C:10]([CH2:11][NH:12][c:13]2[c:14]3[cH:15][n:16][n:17](-[c:23]4[cH:24][c:25]([C:29](=[O:30])[N:31]([CH:32]([CH3:33])[C:34](=[O:35])[NH2:47])[CH3:37])[cH:26][cH:27][cH:28]4)[c:18]3[cH:19][c:20]([CH3:22])[cH:21]2)([C:38]([F:39])([F:40])[F:41])[OH:42])([CH3:43])[CH3:44])[cH:7]1.